The task is: describe an organic reaction: reactants, conditions, products, and yield. This data is from the Open Reaction Database (ORD), a public repository of structured organic reaction records. The reactants are N(C(=S)N)C1=CC=C(C(=O)OCC)C=C1 (Ethyl 4-thioureidobenzoate), BrCC(=O)C=1C=NC=CC1 (2-bromo-1-(pyridin-3-yl)ethanone). Run in O (water). Run at temperature 50 celsius, time 5 hour. The product is N1=CC(=CC=C1)C=1N=C(SC1)NC1=CC=C(C(=O)OCC)C=C1 (Ethyl 4-(4-(pyridin-3-yl)thiazol-2-ylamino)benzoate). Isolated yield 166.2%. Reaction SMILES: [NH:1]([C:5]1[CH:15]=[CH:14][C:8]([C:9]([O:11][CH2:12][CH3:13])=[O:10])=[CH:7][CH:6]=1)[C:2]([NH2:4])=[S:3].Br[CH2:17][C:18]([C:20]1[CH:21]=[N:22][CH:23]=[CH:24][CH:25]=1)=O>O>[N:22]1[CH:23]=[CH:24][CH:25]=[C:20]([C:18]2[N:4]=[C:2]([NH:1][C:5]3[CH:15]=[CH:14][C:8]([C:9]([O:11][CH2:12][CH3:13])=[O:10])=[CH:7][CH:6]=3)[S:3][CH:17]=2)[CH:21]=1. Reported procedure: Ethyl 4-thioureidobenzoate (209 mg, 0.935 mmol) was added to a warm solution (50° C.) of 2-bromo-1-(pyridin-3-yl)ethanone (250 mg, 0.88 mmol) in water (5 mL) and stirred at 50° C. for 5 h. The precipitated was filtered out to afford the title compound 428 as a yellow solid (476 mg, wet) which was used without further purification. Reactants: CC(Cl)c1cccnc1, OC%13=C([N+]([O-])=O)C=C(C(F)(F)F)C=C%13. The reagents and catalysts are O=C([O-])[O-].[Cs+].[Cs+] (cesium carbonate), [I-].[K+] (potassium iodide). Solvent: CN(C)C=O (DMF), CN(C)C=O (dmf), CN(C)C=O (DMF). Run at temperature 70 celsius, time 16 hour. Yields the product O=[N+]([O-])C%19=C(C=CC(C(F)(F)F)=C%19)OC(C)C%20=CC=CN=C%20. Reaction conditions: time 10 hour. Isolated yield 69.1%. Procedure details: The resultant product from Example 124 (129 mg, 0.185 mmol) was dissolved in 10 ml dry toluene and added slowly dropwise over 30 min to a refluxing solution of tri-n-butyltin hydride (93 μl, 100 mg, 0.346 mmol) in 15 ml dry toluene under a nitrogen atmosphere. Reflux was continued for an additional 10 h. The resulting solution was cooled, concentrated in vacuo, and the residue was triturated with four 10 ml portions of acetonitrile, with gentle warming. The combined acetonitrile extracts were wa... Reactants: C(C)(C)(C)OC(=O)N1C(O[C@H]([C@@H]1CC1CCCCC1)[C@@H]([C@H](C(=O)N1C(O[C@H]([C@H]1C)C1=CC=CC=C1)=O)C(C)C)OS(=O)N1C=NC=C1)(C)C (3-[3(R)-[3-(tert-Butyloxycarbonyl)-2,2-dimethyl-4(S)-cyclohexylmethyl-5-(R)-oxazolidinyl]-3-[(1-imidazolyl)thionyloxy]-2(R)-isopropyl-1-oxopropyl]-4(R)-methyl-5(S)-phenyl-2-oxazolidinone), C(CCC)[SnH](CCCC)CCCC (tri-n-butyltin hydride). RXN SMILES: [C:1]([O:5][C:6]([N:8]1[C@@H:12]([CH2:13][CH:14]2[CH2:19][CH2:18][CH2:17][CH2:16][CH2:15]2)[C@H:11]([C@H:20](OS(N2C=CN=C2)=O)[C@@H:21]([CH:37]([CH3:39])[CH3:38])[C:22]([N:24]2[C@H:28]([CH3:29])[C@H:27]([C:30]3[CH:35]=[CH:34][CH:33]=[CH:32][CH:31]=3)[O:26][C:25]2=[O:36])=[O:23])[O:10][C:9]1([CH3:49])[CH3:48])=[O:7])([CH3:4])([CH3:3])[CH3:2].C([SnH](CCCC)CCCC)CCC>C1(C)C=CC=CC=1>[C:1]([O:5][C:6]([N:8]1[C@@H:12]([CH2:13][CH:14]2[CH2:19][CH2:18][CH2:17][CH2:16][CH2:15]2)[C@H:11]([CH2:20][C@H:21]([CH:37]([CH3:38])[CH3:39])[C:22]([N:24]2[C@H:28]([CH3:29])[C@H:27]([C:30]3[CH:31]=[CH:32][CH:33]=[CH:34][CH:35]=3)[O:26][C:25]2=[O:36])=[O:23])[O:10][C:9]1([CH3:48])[CH3:49])=[O:7])([CH3:4])([CH3:2])[CH3:3]. The product is C(C)(C)(C)OC(=O)N1C(O[C@H]([C@@H]1CC1CCCCC1)C[C@@H](C(=O)N1C(O[C@H]([C@H]1C)C1=CC=CC=C1)=O)C(C)C)(C)C (3-[3-[3-(tert-Butyloxycarbonyl)-2,2-dimethyl-4(S)-cyclohexylmethyl-5(S)-oxazolidinyl]-2(R)-isopropyl-1-oxopropyl]-4(R)-methyl-5(S)-phenyl-2-oxazolidinone). Solvent: C1(=CC=CC=C1)C (toluene), C1(=CC=CC=C1)C (toluene). The reactants are [OH-].[K+] (KOH), C(=O)(OCC)NC=1C=C2C=CN=CC2=C2C1C1=C(S2)C=CC=C1 (6-carbethoxyaminobenzothieno[3,2-h]isoquinoline). The solvent is C(C)O (ethanol), O (water). The product is NC=1C=C2C=CN=CC2=C2C1C1=C(S2)C=CC=C1 (6-Aminobenzothieno [3,2 -h ]Isoquinoline). Yield: 103.0%. Reaction SMILES: C([NH:6][C:7]1[CH:8]=[C:9]2[C:14](=[C:15]3[S:19][C:18]4[CH:20]=[CH:21][CH:22]=[CH:23][C:17]=4[C:16]=13)[CH:13]=[N:12][CH:11]=[CH:10]2)(OCC)=O.[OH-].[K+]>C(O)C.O>[NH2:6][C:7]1[CH:8]=[C:9]2[C:14](=[C:15]3[S:19][C:18]4[CH:20]=[CH:21][CH:22]=[CH:23][C:17]=4[C:16]=13)[CH:13]=[N:12][CH:11]=[CH:10]2 |f:1.2|. Procedure: Two hundred mg (0.62 mM) of 6-carbethoxyaminobenzothieno[3,2-h]isoquinoline (9), prepared in the preceding Example, was added to a solution of 2 g KOH in 5 ml ethanol and 2 ml water. Two layers formed. The mixture was stirred and heated at reflux for approximately 2-3 hr. A yellow solid separated after about an hour, and was collected via filtration and air dried to give 160 mg product, m.p. 220° C.-225° C. This initial product was recrystallized twice from a mixture of DMF and water to provide ... Reactants: ClC1=C(C=NC=C1)[N+](=O)[O-] (4-chloro-3-nitropyridine), ClC1=CC=C(CO)C=C1 (4-chlorobenzyl alcohol). The product is ClC1=CC=C(COC2=C(C=NC=C2)[N+](=O)[O-])C=C1 (4-(4-chlorobenzyloxy)-3-nitropyridine). The yield is 78.0%. Reaction SMILES: Cl[C:2]1[CH:7]=[CH:6][N:5]=[CH:4][C:3]=1[N+:8]([O-:10])=[O:9].[Cl:11][C:12]1[CH:19]=[CH:18][C:15]([CH2:16][OH:17])=[CH:14][CH:13]=1>>[Cl:11][C:12]1[CH:19]=[CH:18][C:15]([CH2:16][O:17][C:2]2[CH:7]=[CH:6][N:5]=[CH:4][C:3]=2[N+:8]([O-:10])=[O:9])=[CH:14][CH:13]=1. Procedure details: In accordance with the same procedures as in Preparation 2, except for using 4-chloro-3-nitropyridine prepared in Step 1 of Preparation 1 and 4-chlorobenzyl alcohol, the titled compound was obtained as a white solid. (Yield: 78.0%) The reactants are C1(=CC=CC=C1)/C(=C(\CC)/C1=CC=CC=C1)/C1=CC=C(C=C1)C=CC(=O)O (3-[4-(Z)-(1,2-diphenylbut-1-enyl)phenyl]-acrylic acid), C(#N)C1=CC=C(C=C1)S(=O)(=O)N (4-cyanobenzenesulfonamide). The product is C(#N)C1=CC=C(C=C1)S(=O)(=O)NC(C=CC1=CC=C(C=C1)C(=C(CC)C1=CC=CC=C1)C1=CC=CC=C1)=O (4-cyano-N-{3-[4-(1,2-diphenyl-but-1-enyl)-phenyl]-acryloyl}-benzenesulfonamide). As a reaction SMILES: [C:1]1(/[C:7](/[C:17]2[CH:22]=[CH:21][C:20]([CH:23]=[CH:24][C:25](O)=[O:26])=[CH:19][CH:18]=2)=[C:8](/[C:11]2[CH:16]=[CH:15][CH:14]=[CH:13][CH:12]=2)\[CH2:9][CH3:10])[CH:6]=[CH:5][CH:4]=[CH:3][CH:2]=1.[C:28]([C:30]1[CH:35]=[CH:34][C:33]([S:36]([NH2:39])(=[O:38])=[O:37])=[CH:32][CH:31]=1)#[N:29]>>[C:28]([C:30]1[CH:31]=[CH:32][C:33]([S:36]([NH:39][C:25](=[O:26])[CH:24]=[CH:23][C:20]2[CH:21]=[CH:22][C:17]([C:7]([C:1]3[CH:6]=[CH:5][CH:4]=[CH:3][CH:2]=3)=[C:8]([C:11]3[CH:12]=[CH:13][CH:14]=[CH:15][CH:16]=3)[CH2:9][CH3:10])=[CH:18][CH:19]=2)(=[O:38])=[O:37])=[CH:34][CH:35]=1)#[N:29]. Procedure details: Prepared by coupling 1a and 4-cyanobenzenesulfonamide in accordance with Procedure 1, Method B described hereinabove. Yield (21%); 1H NMR (d6-DMSO) δ 8.09–8.03 (m, 4H), 7.94 (d, J=8.0 Hz, 1H), 7.40–7.07 (m, 12H), 6.84 (d, J=8.0 Hz, 2H), 6.40 (d, J=15.7 Hz, 1H), 2.35 (q, J=7.4 Hz, 2H), 0.82 (t, J=7.4 Hz, 3H); APcI m/z: 519 (M+H+). Reactants: [NH3+]C1CCCCC1, O=P1(NCCCl)OCCC(O)N1CCCl, O, O=C(O)C(Cl)(Cl)Cl, O=S(=O)([O-])CCS. Product: [NH3+]C1CCCCC1, O=P1(NCCCl)OCCC(SCCS(=O)(=O)O)N1CCCl. RXN SMILES: [CH:23]1([NH3+:29])[CH2:24][CH2:25][CH2:26][CH2:27][CH2:28]1.[Cl:1][CH2:2][CH2:3][N:4]1[P:5]([NH:11][CH2:12][CH2:13][Cl:14])(=[O:15])[O:6][CH2:7][CH2:8][CH:9]1[OH:10].[OH2:37].[OH:30][C:31]([C:32]([Cl:33])([Cl:34])[Cl:35])=[O:36].[SH:16][CH2:17][CH2:18][S:19](=[O:20])(=[O:21])[O-:22]>>[CH:23]1([NH3+:29])[CH2:24][CH2:25][CH2:26][CH2:27][CH2:28]1.[Cl:1][CH2:2][CH2:3][N:4]1[P:5]([NH:11][CH2:12][CH2:13][Cl:14])(=[O:15])[O:6][CH2:7][CH2:8][CH:9]1[S:16][CH2:17][CH2:18][S:19](=[O:20])(=[O:21])[OH:22]. Starting materials: NC1=CC2=C(N=CN2)C=C1 (5-aminobenzimidazole), PdC, TEA, FC1(OC2=C(O1)C=CC(=C2)C=O)F (2,2-difluorobenzo[d][1,3]dioxole-5-carbaldehyde), [Si](C)(C)(C)C#N (TMSCN), N1(C=NC=C1)C(=O)N1C=NC=C1 (di-(imidazol-1-yl)methanone). Product: N1C=NC2=C1C=CC(=C2)N2C(NCC2C2=CC1=C(OC(O1)(F)F)C=C2)=O (1-(1H-benzo[d]imidazol-5-yl)-5-(2,2-difluorobenzo[d][1,3]-dioxol-5-yl)imidazolidin-2-one). As a reaction SMILES: [NH2:1][C:2]1[CH:10]=[CH:9][C:5]2[N:6]=[CH:7][NH:8][C:4]=2[CH:3]=1.[F:11][C:12]1([F:23])[O:16][C:15]2[CH:17]=[CH:18][C:19]([CH:21]=O)=[CH:20][C:14]=2[O:13]1.[Si](C#N)(C)(C)C.[N:30]1([C:35](N2C=CN=C2)=[O:36])C=CN=[CH:31]1>>[NH:6]1[C:5]2[CH:9]=[CH:10][C:2]([N:1]3[CH:21]([C:19]4[CH:18]=[CH:17][C:15]5[O:16][C:12]([F:23])([F:11])[O:13][C:14]=5[CH:20]=4)[CH2:31][NH:30][C:35]3=[O:36])=[CH:3][C:4]=2[N:8]=[CH:7]1. Procedure: The compound was synthesized starting from 5-aminobenzimidazole (0.585 g, 4.4 mmol), 2,2-difluorobenzo[d][1,3]dioxole-5-carbaldehyde (0.744 g, 4 mmol), TMSCN (0.5 mL, 4 mmol), PdC (10%, 0.02 g), TEA (0.81 mL, 5.81 mmol), di-(imidazol-1-yl)methanone (0.514 g, 3.17 mmol) as described in method 2. The product was purified by means of FPLC. Run in C(CC)O (n-propanol). Run at temperature -10 celsius. The product is Cl.N1C(=NCC1)NN=C(C=CC1=CC=C(C=C1)Cl)C=CC1=CC=C(C=C1)Cl (1,5-Bis(p-chlorophenyl)- 1,4-pentadien-3-one 2-imidazolin-2-ylhydrazone hydrochloride). Reaction SMILES: [Cl:1][C:2]1[CH:7]=[CH:6][C:5]([CH:8]=[CH:9][C:10](=O)[CH:11]=[CH:12][C:13]2[CH:18]=[CH:17][C:16]([Cl:19])=[CH:15][CH:14]=2)=[CH:4][CH:3]=1.Br.[NH:22]1[CH2:26][CH2:25][N:24]=[C:23]1[NH:27][NH2:28]>Br.C(O)CC>[ClH:1].[NH:24]1[CH2:25][CH2:26][N:22]=[C:23]1[NH:27][N:28]=[C:10]([CH:11]=[CH:12][C:13]1[CH:18]=[CH:17][C:16]([Cl:19])=[CH:15][CH:14]=1)[CH:9]=[CH:8][C:5]1[CH:6]=[CH:7][C:2]([Cl:1])=[CH:3][CH:4]=1 |f:1.2,5.6|. The reagents and catalysts are Br (hydrobromic acid). The reactants are ClC1=CC=C(C=C1)C=CC(C=CC1=CC=C(C=C1)Cl)=O (1,5-bis(p-chlorophenyl)- 1,4-pentadien-3-one), Br.N1C(=NCC1)NN (2-imidazolin-2-ylhydrazine hydrobromide). Procedure: A mixture consisting of 6 grams of 1,5-bis(p-chlorophenyl)- 1,4-pentadien-3-one, 3.6 grams of 2-imidazolin-2-ylhydrazine hydrobromide, 10 drops of 48 percent aqueous hydrobromic acid and 80 ml. of n-propanol is stirred and heated at reflux for two hours. The reaction mixture is then concentrated to about one-half its volume and cooled at -10° C. The yellow crystalline precipitate is collected, washed with ether, and then added to a slight excess of aqueous 2N sodium hydroxide. The resultant free... Solvent: C(Cl)Cl (DCM). Isolated yield 86.3%. Reported procedure: A solution of 16 (346 mg, 0.64 mmol) in DCM (10 mL) was treated with TFA (3 mL) at ambient temperature. After 1 h, the solution was concentrated, diluted with EtOAc, and washed with saturated NaHCO3. The aqueous phase was back extracted with DCM and the combined organic extracts were washed with brine, dried over anhydrous Na2SO4, filtered and concentrated to afford 17 (245 mg) as an orange-colored foam that was used without further purification. Mass spectrum, m/z [444.4] (M+H)+. Starting materials: COC(=O)C1C2C(N(C1)C(=O)OCC1=CC=CC=C1)CCN2C(C(C2CCCCC2)NC(=O)OC(C)(C)C)=O (4-(2-tert-Butoxycarbonylamino-2-cyclohexyl-acetyl)-hexahydro-pyrrolo[3,2-b]pyrrole-1,3-dicarboxylic acid 1-benzyl ester 3-methyl ester), C(=O)(C(F)(F)F)O (TFA). Reaction SMILES: [CH3:1][O:2][C:3]([CH:5]1[CH2:9][N:8]([C:10]([O:12][CH2:13][C:14]2[CH:19]=[CH:18][CH:17]=[CH:16][CH:15]=2)=[O:11])[CH:7]2[CH2:20][CH2:21][N:22]([C:23](=[O:39])[CH:24]([NH:31]C(OC(C)(C)C)=O)[CH:25]3[CH2:30][CH2:29][CH2:28][CH2:27][CH2:26]3)[CH:6]12)=[O:4].C(O)(C(F)(F)F)=O>C(Cl)Cl>[CH3:1][O:2][C:3]([CH:5]1[CH2:9][N:8]([C:10]([O:12][CH2:13][C:14]2[CH:15]=[CH:16][CH:17]=[CH:18][CH:19]=2)=[O:11])[CH:7]2[CH2:20][CH2:21][N:22]([C:23](=[O:39])[CH:24]([NH2:31])[CH:25]3[CH2:30][CH2:29][CH2:28][CH2:27][CH2:26]3)[CH:6]12)=[O:4]. Reaction conditions: time 1 hour. Yields the product COC(=O)C1C2C(N(C1)C(=O)OCC1=CC=CC=C1)CCN2C(C(C2CCCCC2)N)=O (4-(2-Amino-2-cyclohexyl-acetyl)-hexahydro-pyrrolo[3,2-b]pyrrole-1,3-dicarboxylic acid 1-benzyl ester 3-methyl ester).